Dataset: the Open Reaction Database (ORD), a public repository of structured organic reaction records. Task: describe an organic reaction: reactants, conditions, products, and yield Reactants: C1CCOC1, COC(=O)C(NS(=O)(=O)c1ccc2nc(SC)sc2c1)C(C)C, [Li+], [OH-], O. Product: CSc1nc2ccc(S(=O)(=O)NC(C(=O)O)C(C)C)cc2s1. RXN SMILES: [CH2:26]1[O:27][CH2:28][CH2:29][CH2:30]1.[CH3:1][O:2][C:3]([CH:4]([CH:5]([CH3:6])[CH3:7])[NH:8][S:9](=[O:10])(=[O:11])[c:12]1[cH:13][c:14]2[c:15]([n:16][c:17]([S:19][CH3:20])[s:18]2)[cH:21][cH:22]1)=[O:23].[Li+:25].[OH-:24].[OH2:31]>>[O:2]=[C:3]([CH:4]([CH:5]([CH3:6])[CH3:7])[NH:8][S:9](=[O:10])(=[O:11])[c:12]1[cH:13][c:14]2[c:15]([n:16][c:17]([S:19][CH3:20])[s:18]2)[cH:21][cH:22]1)[OH:23]. Reaction SMILES: [C:1]([C:3]1[CH:8]=[CH:7][CH:6]=[CH:5][C:4]=1[OH:9])#[N:2].Br[CH2:11][CH2:12][CH2:13]Cl.[NH:15]1[CH2:20][CH2:19][CH2:18][CH2:17][CH2:16]1>>[N:15]1([CH2:16][CH2:17][CH2:18][O:9][C:4]2[CH:5]=[CH:6][CH:7]=[CH:8][C:3]=2[C:1]#[N:2])[CH2:20][CH2:19][CH2:13][CH2:12][CH2:11]1. Isolated yield 77.0%. The product is N1(CCCCC1)CCCOC1=C(C#N)C=CC=C1 (2-(3-piperidinopropoxy)benzonitrile), crude product. Reactants: N1CCCCC1 (piperidine), C(#N)C1=C(C=CC=C1)O (2-cyanophenol), BrCCCCl (1-bromo-3-chloropropane). Reported procedure: According to a similar manner as that in Reference Example 36 except that 2-cyanophenol, 1-bromo-3-chloropropane, and piperidine were used, 2-(3-piperidinopropoxy)benzonitrile (77%) was obtained as a crude product. Starting materials: CC(C)(F)CC(NC(c1ccc(B2OC(C)(C)C(C)(C)O2)cc1)C(F)(F)F)C(=O)NC1(C#N)CC1, O=C([O-])[O-], O=C([O-])O, CC(=O)[O-], CC(=O)[O-], CCCO, NC(=O)C1(c2ccc(Cl)nc2)CC1, [Na+], [Na+], [Na+], CN(C)C=O, [Pd+2], c1ccc(P(c2ccccc2)c2ccccc2)cc1. The product is CC(C)(F)CC(NC(c1ccc(-c2ccc(C3(C(N)=O)CC3)cn2)cc1)C(F)(F)F)C(=O)NC1(C#N)CC1. RXN SMILES: [C:1](#[N:2])[C:3]1([NH:6][C:7]([CH:8]([NH:9][CH:10]([C:11]([F:12])([F:13])[F:14])[c:15]2[cH:16][cH:17][c:18]([B:21]3[O:22][C:23]([CH3:24])([CH3:25])[C:26]([CH3:27])([CH3:28])[O:29]3)[cH:19][cH:20]2)[CH2:30][C:31]([CH3:32])([CH3:33])[F:34])=[O:35])[CH2:4][CH2:5]1.[C:49](=[O:50])([O-:51])[O-:52].[C:74](=[O:75])([OH:76])[O-:77].[C:79]([O-:80])(=[O:81])[CH3:82].[C:84]([O-:85])(=[O:86])[CH3:87].[CH2:93]([OH:94])[CH2:95][CH3:96].[Cl:36][c:37]1[cH:38][cH:39][c:40]([C:43]2([C:46](=[O:47])[NH2:48])[CH2:44][CH2:45]2)[cH:41][n:42]1.[Na+:53].[Na+:54].[Na+:78].[O:88]=[CH:89][N:90]([CH3:91])[CH3:92].[Pd+2:83].[c:55]1([P:56]([c:57]2[cH:58][cH:59][cH:60][cH:61][cH:62]2)[c:63]2[cH:64][cH:65][cH:66][cH:67][cH:68]2)[cH:69][cH:70][cH:71][cH:72][cH:73]1>>[C:1](#[N:2])[C:3]1([NH:6][C:7]([CH:8]([NH:9][CH:10]([C:11]([F:12])([F:13])[F:14])[c:15]2[cH:16][cH:17][c:18](-[c:37]3[cH:38][cH:39][c:40]([C:43]4([C:46](=[O:47])[NH2:48])[CH2:44][CH2:45]4)[cH:41][n:42]3)[cH:19][cH:20]2)[CH2:30][C:31]([CH3:32])([CH3:33])[F:34])=[O:35])[CH2:4][CH2:5]1. The reactants are CON(C)C(=O)CN1CCNCC1, CCOc1ccc(C(C)(C)C#N)cc1C1=NC(c2ccc(Cl)cc2)C(c2ccc(Cl)cc2)N1C(=O)Cl. Reaction SMILES: [CH3:37][O:38][N:39]([C:40]([CH2:41][N:42]1[CH2:43][CH2:44][NH:45][CH2:46][CH2:47]1)=[O:48])[CH3:49].[Cl:1][c:2]1[cH:3][cH:4][c:5]([CH:8]2[N:9]=[C:10]([c:23]3[c:24]([O:34][CH2:35][CH3:36])[cH:25][cH:26][c:27]([C:29]([CH3:30])([CH3:31])[C:32]#[N:33])[cH:28]3)[N:11]([C:20](=[O:21])[Cl:22])[CH:12]2[c:13]2[cH:14][cH:15][c:16]([Cl:19])[cH:17][cH:18]2)[cH:6][cH:7]1>>[Cl:1][c:2]1[cH:3][cH:4][c:5]([CH:8]2[N:9]=[C:10]([c:23]3[c:24]([O:34][CH2:35][CH3:36])[cH:25][cH:26][c:27]([C:29]([CH3:30])([CH3:31])[C:32]#[N:33])[cH:28]3)[N:11]([C:20](=[O:21])[N:45]3[CH2:44][CH2:43][N:42]([CH2:41][C:40]([N:39]([O:38][CH3:37])[CH3:49])=[O:48])[CH2:47][CH2:46]3)[CH:12]2[c:13]2[cH:14][cH:15][c:16]([Cl:19])[cH:17][cH:18]2)[cH:6][cH:7]1. Product: CCOc1ccc(C(C)(C)C#N)cc1C1=NC(c2ccc(Cl)cc2)C(c2ccc(Cl)cc2)N1C(=O)N1CCN(CC(=O)N(C)OC)CC1. Reactants: ice water, COC(=O)C1CCC(N1CC#CCN1CCCC1)=O (5-methoxycarbonyl-1-[4-(1-pyrrolidinyl)-2-butynyl]-2-pyrrolidinone), N (ammonia). Run in CO (methanol). Conditions: time 8 hour. The product is O=C1CCC(N1CC#CCN1CCCC1)C(=O)N (5-Oxo-1-[4-(1-pyrrolidinyl)-2-butynyl]-2-pyrrolidine carboxamide). RXN SMILES: C[O:2][C:3]([CH:5]1[N:9]([CH2:10][C:11]#[C:12][CH2:13][N:14]2[CH2:18][CH2:17][CH2:16][CH2:15]2)[C:8](=[O:19])[CH2:7][CH2:6]1)=O.[NH3:20]>CO>[O:19]=[C:8]1[N:9]([CH2:10][C:11]#[C:12][CH2:13][N:14]2[CH2:18][CH2:17][CH2:16][CH2:15]2)[CH:5]([C:3]([NH2:20])=[O:2])[CH2:6][CH2:7]1. Procedure details: An ice water chilled solution of 5-methoxycarbonyl-1-[4-(1-pyrrolidinyl)-2-butynyl]-2-pyrrolidinone (5.52 g) in sieve dried methanol (175 ml) was treated with anhydrous ammonia for fifteen minutes and was allowed to stand at ambient temperature overnight. The solution was concentrated to a brown solid (3.33 g). The solid was recrystallized from toluene (100 ml) to give 2.03 g of slightly brown crystals, mp 146°-147.5° C.